Task: describe an organic reaction: reactants, conditions, products, and yield. Dataset: the Open Reaction Database (ORD), a public repository of structured organic reaction records The reactants are P(Cl)(Cl)(Cl)(Cl)Cl (Phosphorous pentachloride), COC=1C=C(C=C(C1OC)OC)P(OCC1=CC=CC=C1)(OCC1=CC=CC=C1)=O (Dibenzyl 3,4,5-trimethoxyphenylphosphonate). Solvent: C(Cl)(Cl)Cl (CHCl3). Reaction conditions: temperature 60 celsius. Product: COC=1C=C(C=C(C1OC)OC)P(OCC1=CC=CC=C1)(=O)Cl (Benzyl 3,4,5-trimethoxyphenylphosphonochloridate). RXN SMILES: P(Cl)(Cl)(Cl)(Cl)[Cl:2].[CH3:7][O:8][C:9]1[CH:10]=[C:11]([P:19](=[O:36])(OCC2C=CC=CC=2)[O:20][CH2:21][C:22]2[CH:27]=[CH:26][CH:25]=[CH:24][CH:23]=2)[CH:12]=[C:13]([O:17][CH3:18])[C:14]=1[O:15][CH3:16]>C(Cl)(Cl)Cl>[CH3:7][O:8][C:9]1[CH:10]=[C:11]([P:19]([Cl:2])(=[O:36])[O:20][CH2:21][C:22]2[CH:27]=[CH:26][CH:25]=[CH:24][CH:23]=2)[CH:12]=[C:13]([O:17][CH3:18])[C:14]=1[O:15][CH3:16]. Reported procedure: Phosphorous pentachloride (1.15 mmol) is added to a mixture of diester 2 (1 mmol) in 5 mL of CHCl3. The mixture is heated at 60° C. until 1H NMR of an aliquot shows that no starting material remains (approximately 4 hours). The mixture is cooled to room temperature, and the volatile components are removed in vacuo overnight Reactants: Cc1cc(-c2ccc(C(F)(F)F)cc2)cc(-c2ccc(Br)s2)n1, CC1(C)OB(c2cnc(N)nc2)OC1(C)C. Yields the product Cc1cc(-c2ccc(C(F)(F)F)cc2)cc(-c2ccc(-c3cnc(N)nc3)s2)n1. RXN SMILES: [Br:1][c:2]1[cH:3][cH:4][c:5](-[c:7]2[n:8][c:9]([CH3:23])[cH:10][c:11](-[c:13]3[cH:14][cH:15][c:16]([C:19]([F:20])([F:21])[F:22])[cH:17][cH:18]3)[cH:12]2)[s:6]1.[NH2:24][c:25]1[n:26][cH:27][c:28]([B:31]2[O:32][C:33]([CH3:34])([CH3:35])[C:36]([CH3:37])([CH3:38])[O:39]2)[cH:29][n:30]1>>[c:2]1(-[c:28]2[cH:27][n:26][c:25]([NH2:24])[n:30][cH:29]2)[cH:3][cH:4][c:5](-[c:7]2[n:8][c:9]([CH3:23])[cH:10][c:11](-[c:13]3[cH:14][cH:15][c:16]([C:19]([F:20])([F:21])[F:22])[cH:17][cH:18]3)[cH:12]2)[s:6]1. The reactants are O=C([O-])[O-], CC1(C)OB(c2ccc(N)cc2)OC1(C)C, Cc1ccccc1, CC(Nc1cncc(Cl)n1)c1ccccc1, [Na+], [Na+], O, c1ccc(P(c2ccccc2)(c2ccccc2)[Pd](P(c2ccccc2)(c2ccccc2)c2ccccc2)(P(c2ccccc2)(c2ccccc2)c2ccccc2)P(c2ccccc2)(c2ccccc2)c2ccccc2)cc1. Product: CC(Nc1cncc(-c2ccc(N)cc2)n1)c1ccccc1. Reaction SMILES: [C:33](=[O:34])([O-:35])[O-:36].[CH3:17][C:18]1([CH3:19])[C:20]([CH3:21])([CH3:22])[O:23][B:24]([c:25]2[cH:26][cH:27][c:28]([NH2:29])[cH:30][cH:31]2)[O:32]1.[CH3:39][c:40]1[cH:41][cH:42][cH:43][cH:44][cH:45]1.[Cl:1][c:2]1[cH:3][n:4][cH:5][c:6]([NH:8][CH:9]([CH3:10])[c:11]2[cH:12][cH:13][cH:14][cH:15][cH:16]2)[n:7]1.[Na+:37].[Na+:38].[OH2:46].[cH:47]1[cH:48][cH:49][c:50]([P:51]([Pd:52]([P:53]([c:54]2[cH:55][cH:56][cH:57][cH:58][cH:59]2)([c:60]2[cH:61][cH:62][cH:63][cH:64][cH:65]2)[c:66]2[cH:67][cH:68][cH:69][cH:70][cH:71]2)([P:72]([c:73]2[cH:74][cH:75][cH:76][cH:77][cH:78]2)([c:79]2[cH:80][cH:81][cH:82][cH:83][cH:84]2)[c:85]2[cH:86][cH:87][cH:88][cH:89][cH:90]2)[P:91]([c:92]2[cH:93][cH:94][cH:95][cH:96][cH:97]2)([c:98]2[cH:99][cH:100][cH:101][cH:102][cH:103]2)[c:104]2[cH:105][cH:106][cH:107][cH:108][cH:109]2)([c:110]2[cH:111][cH:112][cH:113][cH:114][cH:115]2)[c:116]2[cH:117][cH:118][cH:119][cH:120][cH:121]2)[cH:122][cH:123]1>>[c:2]1(-[c:25]2[cH:26][cH:27][c:28]([NH2:29])[cH:30][cH:31]2)[cH:3][n:4][cH:5][c:6]([NH:8][CH:9]([CH3:10])[c:11]2[cH:12][cH:13][cH:14][cH:15][cH:16]2)[n:7]1.